Dataset: the Open Reaction Database (ORD), a public repository of structured organic reaction records. Task: describe an organic reaction: reactants, conditions, products, and yield Reactants: [Al+3], CN, ClC(Cl)Cl, [Cl-], [Cl-], [Cl-], CCOC(=O)c1cn2c(c1O)C(=O)N(Cc1ccc(F)cc1)CC2. Yields the product CNC(=O)c1cn2c(c1O)C(=O)N(Cc1ccc(F)cc1)CC2. As a reaction SMILES: [Al+3:28].[CH3:1][NH2:2].[CH:31]([Cl:32])([Cl:33])[Cl:34].[Cl-:27].[Cl-:29].[Cl-:30].[F:3][c:4]1[cH:5][cH:6][c:7]([CH2:8][N:9]2[C:10](=[O:24])[c:11]3[n:12]([cH:15][c:16]([C:19]([O:21][CH2:20][CH3:22])=[O:23])[c:17]3[OH:18])[CH2:13][CH2:14]2)[cH:25][cH:26]1>>[CH3:1][NH:2][C:19]([c:16]1[cH:15][n:12]2[c:11]([c:17]1[OH:18])[C:10](=[O:24])[N:9]([CH2:8][c:7]1[cH:6][cH:5][c:4]([F:3])[cH:26][cH:25]1)[CH2:14][CH2:13]2)=[O:21]. Reactants: NC(C(=O)N)C=1C=NC=NC1 (Amino(pyrimidin-5-yl)acetamide), Cl (hydrochloric acid), Pd on-carbon. Run in O (water). The product is Cl.Cl.NC(C(=O)N)C1CN=CNC1 (Amino(1,4,5,6-tetrahydropyrimidine-5-yl)acetamide dihydrochloride). Isolated yield 92.5%. RXN SMILES: [NH2:1][CH:2]([C:6]1[CH:7]=[N:8][CH:9]=[N:10][CH:11]=1)[C:3]([NH2:5])=[O:4].[ClH:12]>O>[ClH:12].[ClH:12].[NH2:1][CH:2]([CH:6]1[CH2:11][NH:10][CH:9]=[N:8][CH2:7]1)[C:3]([NH2:5])=[O:4] |f:3.4.5|. Reported procedure: Amino(pyrimidin-5-yl)acetamide (950 mg, 6.7 mmol) is suspended in a mixture of 50 ml water and concentrated hydrochloric acid (13.3 mmol). The mixture is hydrogenated at 26 psig over 300 mg Pd-on-carbon 10% in a Parr hydrogenator for 3h. Then the suspension is filtered and the filter rinsed twice with hot water (20 ml). The filtrate can be evaporated in vacuo to give 1.41 g yellow oil (92%). The oil is crystallized from anhydrous methanol/THF to give 1.33 g (87%) white crystals, identified by 30... Reactants: CC(C)(C)OC(=O)N1CCCC1COc1cc(OCc2ccccc2)cc2ncn(COC(=O)C(C)(C)C)c(=O)c12, CO, ClCCl, N. Yields the product CC(C)(C)OC(=O)N1CCCC1COc1cc(OCc2ccccc2)cc2nc[nH]c(=O)c12. RXN SMILES: [CH2:1]([c:2]1[cH:3][cH:4][cH:5][cH:6][cH:7]1)[O:8][c:9]1[cH:10][c:11]([O:28][CH2:29][CH:30]2[N:31]([C:35](=[O:36])[O:37][C:38]([CH3:39])([CH3:40])[CH3:41])[CH2:32][CH2:33][CH2:34]2)[c:12]2[c:13](=[O:27])[n:14]([CH2:19][O:20][C:21](=[O:22])[C:23]([CH3:24])([CH3:25])[CH3:26])[cH:15][n:16][c:17]2[cH:18]1.[CH3:43][OH:44].[Cl:45][CH2:46][Cl:47].[NH3:42]>>[CH2:1]([c:2]1[cH:3][cH:4][cH:5][cH:6][cH:7]1)[O:8][c:9]1[cH:10][c:11]([O:28][CH2:29][CH:30]2[N:31]([C:35](=[O:36])[O:37][C:38]([CH3:39])([CH3:40])[CH3:41])[CH2:32][CH2:33][CH2:34]2)[c:12]2[c:13](=[O:27])[nH:14][cH:15][n:16][c:17]2[cH:18]1. Starting materials: Cc1cc(C)c(CNC(=O)c2cc(Br)nc3c2cnn3C(C)C)c(=O)[nH]1, C=C(OCC)[Sn](CCCC)(CCCC)CCCC, C1COCCO1, c1ccc(P(c2ccccc2)(c2ccccc2)[Pd](P(c2ccccc2)(c2ccccc2)c2ccccc2)(P(c2ccccc2)(c2ccccc2)c2ccccc2)P(c2ccccc2)(c2ccccc2)c2ccccc2)cc1. Product: C=C(OCC)c1cc(C(=O)NCc2c(C)cc(C)[nH]c2=O)c2cnn(C(C)C)c2n1. RXN SMILES: [Br:1][c:2]1[cH:3][c:4]([C:14](=[O:15])[NH:16][CH2:17][c:18]2[c:19](=[O:26])[nH:20][c:21]([CH3:25])[cH:22][c:23]2[CH3:24])[c:5]2[c:6]([n:7]1)[n:8]([CH:11]([CH3:12])[CH3:13])[n:9][cH:10]2.[CH2:27]([Sn:28]([CH2:29][CH2:30][CH2:31][CH3:37])([C:32](=[CH2:33])[O:34][CH2:35][CH3:36])[CH2:38][CH2:39][CH2:40][CH3:41])[CH2:42][CH2:43][CH3:44].[CH2:45]1[O:46][CH2:47][CH2:48][O:49][CH2:50]1.[cH:51]1[cH:52][cH:53][c:54]([P:55]([Pd:56]([P:57]([c:58]2[cH:59][cH:60][cH:61][cH:62][cH:63]2)([c:64]2[cH:65][cH:66][cH:67][cH:68][cH:69]2)[c:70]2[cH:71][cH:72][cH:73][cH:74][cH:75]2)([P:76]([c:77]2[cH:78][cH:79][cH:80][cH:81][cH:82]2)([c:83]2[cH:84][cH:85][cH:86][cH:87][cH:88]2)[c:89]2[cH:90][cH:91][cH:92][cH:93][cH:94]2)[P:95]([c:96]2[cH:97][cH:98][cH:99][cH:100][cH:101]2)([c:102]2[cH:103][cH:104][cH:105][cH:106][cH:107]2)[c:108]2[cH:109][cH:110][cH:111][cH:112][cH:113]2)([c:114]2[cH:115][cH:116][cH:117][cH:118][cH:119]2)[c:120]2[cH:121][cH:122][cH:123][cH:124][cH:125]2)[cH:126][cH:127]1>>[c:2]1([C:32](=[CH2:33])[O:34][CH2:35][CH3:36])[cH:3][c:4]([C:14](=[O:15])[NH:16][CH2:17][c:18]2[c:19](=[O:26])[nH:20][c:21]([CH3:25])[cH:22][c:23]2[CH3:24])[c:5]2[c:6]([n:7]1)[n:8]([CH:11]([CH3:12])[CH3:13])[n:9][cH:10]2. The reactants are CC(C)(C)OC(=O)N1CCCC(N2c3ccccc3Sc3ccc(Cl)cc32)C1, CCOCC, CCOC(C)=O, Cl. Yields the product Clc1ccc2c(c1)N(C1CCCNC1)c1ccccc1S2. Reaction SMILES: [C:1]([O:2][C:3](=[O:4])[N:8]1[CH2:9][CH:10]([N:14]2[c:15]3[cH:16][cH:17][cH:18][cH:19][c:20]3[S:21][c:22]3[cH:23][cH:24][c:25]([Cl:28])[cH:26][c:27]32)[CH2:11][CH2:12][CH2:13]1)([CH3:5])([CH3:6])[CH3:7].[CH3:30][CH2:31][O:32][CH2:33][CH3:34].[CH3:35][CH2:36][O:37][C:38](=[O:39])[CH3:40].[ClH:29]>>[NH:8]1[CH2:9][CH:10]([N:14]2[c:15]3[cH:16][cH:17][cH:18][cH:19][c:20]3[S:21][c:22]3[cH:23][cH:24][c:25]([Cl:28])[cH:26][c:27]32)[CH2:11][CH2:12][CH2:13]1. The reactants are BrCc1ccccc1, C1CCC2=NCCCN2CC1, CCOC(C)=O, ClCCl, CC1CN(C(=O)C(F)(F)F)CCc2cc(O)c(Br)cc21. Product: CC1CN(C(=O)C(F)(F)F)CCc2cc(OCc3ccccc3)c(Br)cc21. RXN SMILES: [Br:21][CH2:22][c:23]1[cH:24][cH:25][cH:26][cH:27][cH:28]1.[CH2:29]1[CH2:30][CH2:31][C:32]2=[N:37][CH2:36][CH2:35][CH2:34][N:33]2[CH2:38][CH2:39]1.[CH3:43][CH2:44][O:45][C:46]([CH3:47])=[O:48].[Cl:40][CH2:41][Cl:42].[F:1][C:2]([C:3](=[O:4])[N:5]1[CH2:6][CH2:7][c:8]2[c:9]([cH:13][c:14]([Br:18])[c:15]([OH:17])[cH:16]2)[CH:10]([CH3:12])[CH2:11]1)([F:19])[F:20]>>[F:1][C:2]([C:3](=[O:4])[N:5]1[CH2:6][CH2:7][c:8]2[c:9]([cH:13][c:14]([Br:18])[c:15]([O:17][CH2:22][c:23]3[cH:24][cH:25][cH:26][cH:27][cH:28]3)[cH:16]2)[CH:10]([CH3:12])[CH2:11]1)([F:19])[F:20].